Dataset: the Open Reaction Database (ORD), a public repository of structured organic reaction records. Task: describe an organic reaction: reactants, conditions, products, and yield Starting materials: NC1=C(C=C(C(=C1)Cl)Cl)NC(=S)NC1=CSC=C1C (N-(2-amino-4,5-dichlorophenyl)-N′-(4-methyl-3-thienyl)thiourea), CI (methyl iodide). Yields the product Cl.ClC1=CC2=C(N=C(N2)NC2=CSC=C2C)C=C1Cl ((5,6-Dichloro-2-benzimidazolyl)-4-methyl-3-thienylamine hydrochloride). As a reaction SMILES: [NH2:1][C:2]1[CH:7]=[C:6]([Cl:8])[C:5]([Cl:9])=[CH:4][C:3]=1[NH:10][C:11]([NH:13][C:14]1[C:18]([CH3:19])=[CH:17][S:16][CH:15]=1)=S.CI>>[ClH:8].[Cl:9][C:5]1[C:6]([Cl:8])=[CH:7][C:2]2[N:1]=[C:11]([NH:13][C:14]3[C:18]([CH3:19])=[CH:17][S:16][CH:15]=3)[NH:10][C:3]=2[CH:4]=1 |f:2.3|. Procedure: is obtained analogously to the procedure described in example 1 c) from N-(2-amino-4,5-dichlorophenyl)-N′-(4-methyl-3-thienyl)thiourea and methyl iodide. Crystalline solid, m.p. 290-294° C.